This data is from the Open Reaction Database (ORD), a public repository of structured organic reaction records. The task is: describe an organic reaction: reactants, conditions, products, and yield Reactants: FC(S(=O)(=O)OC1=CC=C(C=C1)C1=NC(=C(N=C1C)C)C(N)=O)(F)F (4-(6-carbamoyl-3,5-dimethylpyrazin-2-yl)phenyl trifluoromethanesulfonate), FC(S(=O)(=O)OC1=CC=C(C=C1)C1=NC(=C(N=C1C)C)C(N)=O)(F)F (4-(6-carbamoyl-3,5-dimethylpyrazin-2-yl)phenyl trifluoromethanesulfonate), ClC=1C=C(C=CC1B1OC(C(O1)(C)C)(C)C)C1(CC1)C(=O)OC (methyl 1-(3-chloro-4-(4,4,5,5-tetramethyl-1,3,2-dioxaborolan-2-yl)phenyl)cyclopropanecarboxylate), ClC=1C=C(C=CC1B1OC(C(O1)(C)C)(C)C)C1(CC1)C(=O)OC (methyl 1-(3-chloro-4-(4,4,5,5-tetramethyl-1,3,2-dioxaborolan-2-yl)phenyl)cyclopropanecarboxylate), P(=O)([O-])([O-])[O-].[K+].[K+].[K+] (potassium phosphate), CO (methanol). The reagents and catalysts are C1=CC=C(C=C1)P([C-]2C=CC=C2)C3=CC=CC=C3.C1=CC=C(C=C1)P([C-]2C=CC=C2)C3=CC=CC=C3.Cl[Pd]Cl.[Fe+2].C(Cl)Cl (PdCl2(dppf) DCM). The solvent is COCCOC (DME), O (water). Reaction conditions: temperature 90 celsius. The product is C(N)(=O)C1=C(N=C(C(=N1)C1=CC=C(C=C1)C1=C(C=C(C=C1)C1(CC1)C(=O)OC)Cl)C)C (methyl 1-(4′-(6-carbamoyl-3,5-dimethylpyrazin-2-yl)-2-chlorobiphenyl-4-yl)cyclopropanecarboxylate). The yield is 49.8%. RXN SMILES: FC(F)(F)S(O[C:7]1[CH:12]=[CH:11][C:10]([C:13]2[C:18]([CH3:19])=[N:17][C:16]([CH3:20])=[C:15]([C:21](=[O:23])[NH2:22])[N:14]=2)=[CH:9][CH:8]=1)(=O)=O.[Cl:26][C:27]1[CH:28]=[C:29]([C:42]2([C:45]([O:47][CH3:48])=[O:46])[CH2:44][CH2:43]2)[CH:30]=[CH:31][C:32]=1B1OC(C)(C)C(C)(C)O1.P([O-])([O-])([O-])=O.[K+].[K+].[K+].CO>COCCOC.C1C=CC(P(C2C=CC=CC=2)[C-]2C=CC=C2)=CC=1.C1C=CC(P(C2C=CC=CC=2)[C-]2C=CC=C2)=CC=1.Cl[Pd]Cl.[Fe+2].C(Cl)Cl.O>[C:21]([C:15]1[N:14]=[C:13]([C:10]2[CH:11]=[CH:12][C:7]([C:32]3[CH:31]=[CH:30][C:29]([C:42]4([C:45]([O:47][CH3:48])=[O:46])[CH2:44][CH2:43]4)=[CH:28][C:27]=3[Cl:26])=[CH:8][CH:9]=2)[C:18]([CH3:19])=[N:17][C:16]=1[CH3:20])(=[O:23])[NH2:22] |f:2.3.4.5,8.9.10.11.12|. Procedure details: A solution of 4-(6-carbamoyl-3,5-dimethylpyrazin-2-yl)phenyl trifluoromethanesulfonate (Intermediate 7-4; 245 mg, 0.65 mmol) and methyl 1-(3-chloro-4-(4,4,5,5-tetramethyl-1,3,2-dioxaborolan-2-yl)phenyl)cyclopropanecarboxylate (Intermediate 10-2; 220 mg, 0.65 mmol) and potassium phosphate, tri-basic (166 mg, 0.78 mmol) in DME (4 mL), methanol (2 mL) and water (1 mL) was thoughroughly degassed. The mixture was treated with PdCl2(dppf)-DCM adduct (26.7 mg, 0.03 mmol), degassed again and the atmosph... Starting materials: [Cl-].[NH4+] (ammonium chloride), C1=CC=C(C=C1)COC(=O)N[C@@H](C2=CC=CC=C2)C(=O)O (Z-L-phenylglycine), C(=O)(N1C=NC=C1)N1C=NC=C1 (1,1′-carbonyldimidazole), Cl.CNOC (N,O-dimethylhydroxylamine hydrochloride). Solvent: CCOC(=O)C (EtOAc), ClCCl (dichloromethane). Run at time 0.5 hour. The product is C(C1=CC=CC=C1)OC(N[C@@H](C1=CC=CC=C1)C(N(C)OC)=O)=O ((S)-[(N-Methoxy-N-methylcarbamoyl)phenylmethyl]carbamic acid benzyl ester). The yield is 98.3%. Reaction SMILES: [CH:1]1[CH:6]=[CH:5][C:4]([CH2:7][O:8][C:9]([NH:11][C@H:12]([C:19]([OH:21])=O)[C:13]2[CH:18]=[CH:17][CH:16]=[CH:15][CH:14]=2)=[O:10])=[CH:3][CH:2]=1.C(N1C=CN=C1)(N1C=CN=C1)=O.Cl.[CH3:35][NH:36][O:37][CH3:38].[Cl-].[NH4+]>ClCCl.CCOC(C)=O>[CH2:7]([O:8][C:9](=[O:10])[NH:11][C@H:12]([C:19](=[O:21])[N:36]([O:37][CH3:38])[CH3:35])[C:13]1[CH:14]=[CH:15][CH:16]=[CH:17][CH:18]=1)[C:4]1[CH:3]=[CH:2][CH:1]=[CH:6][CH:5]=1 |f:2.3,4.5|. Procedure details: To a solution of Z-L-phenylglycine (5.0 g, 17.5 mmol) in dichloromethane (35 mL) is added 1,1′-carbonyldimidazole (3.13 g, 19.3 mmol), and the solution is stirred at rt for 0.5 h. To the solution is added N,O-dimethylhydroxylamine hydrochloride (1.88 g, 19.3 mmol), and the mixture is stirred at rt overnight. To the reaction mixture is added ammonium chloride solution and EtOAc, and the organic layer is separated, washed with brine, dried (MgSO4), and filtered. The filtrate is evaporated to give ... Reactants: CC(NC(=O)OC(C)(C)C)C(=O)O, CC(C)COC(=O)Cl, CC(N)C(=O)N1CCCC1C(=O)OCc1ccccc1, CN1CCOCC1, ClC(Cl)Cl, Cl, C1CCOC1. Yields the product CC(NC(=O)OC(C)(C)C)C(=O)NC(C)C(=O)N1CCCC1C(=O)OCc1ccccc1. RXN SMILES: [C:1]([CH3:2])([CH3:3])([CH3:4])[O:5][C:6](=[O:7])[NH:8][CH:9]([CH3:10])[C:11](=[O:12])[OH:13].[CH2:21]([O:22][C:23]([Cl:24])=[O:25])[CH:26]([CH3:27])[CH3:28].[CH2:30]([c:31]1[cH:32][cH:33][cH:34][cH:35][cH:36]1)[O:37][C:38]([CH:39]1[N:40]([C:44]([CH:45]([NH2:46])[CH3:47])=[O:48])[CH2:41][CH2:42][CH2:43]1)=[O:49].[CH3:14][N:15]1[CH2:16][CH2:17][O:18][CH2:19][CH2:20]1.[CH:55]([Cl:56])([Cl:57])[Cl:58].[ClH:29].[O:50]1[CH2:51][CH2:52][CH2:53][CH2:54]1>>[C:1]([CH3:2])([CH3:3])([CH3:4])[O:5][C:6](=[O:7])[NH:8][CH:9]([CH3:10])[C:11](=[O:13])[NH:46][CH:45]([C:44]([N:40]1[CH:39]([C:38]([O:37][CH2:30][c:31]2[cH:32][cH:33][cH:34][cH:35][cH:36]2)=[O:49])[CH2:43][CH2:42][CH2:41]1)=[O:48])[CH3:47].